This data is from the Open Reaction Database (ORD), a public repository of structured organic reaction records. The task is: describe an organic reaction: reactants, conditions, products, and yield Reactants: CN(CCN(C)C)C (N,N,N′,N′-tetramethylethylenediamine), CN(CCN(C)C)C (TMEDA), C(CCC)[Li] (n-butyllithium), C=CC1=CC=CC=C1 (styrene), C=CC(C)=C (isoprene), C[Si](Cl)(Cl)C (dimethyldichlorosilane), C=CC(C)=C (isoprene), C=CC1=CC=CC=C1 (styrene), C=CC(C)=C (isoprene). Run in C1CCCCC1 (cyclohexane). Run at temperature 40 celsius, time 1 hour. Product: C=CC1=CC=CC=C1.C=CC(C)=C.C=CC1=CC=CC=C1 (styrene-isoprene-styrene). As a reaction SMILES: CN(C)CCN(C)C.[CH2:9]=[CH:10][C:11]1[CH:16]=[CH:15][CH:14]=[CH:13][CH:12]=1.C([Li])CCC.[CH2:22]=[CH:23][C:24](=[CH2:26])[CH3:25].C[Si](C)(Cl)Cl>C1CCCCC1>[CH2:9]=[CH:10][C:11]1[CH:16]=[CH:15][CH:14]=[CH:13][CH:12]=1.[CH2:22]=[CH:23][C:24](=[CH2:25])[CH3:26].[CH2:9]=[CH:10][C:11]1[CH:16]=[CH:15][CH:14]=[CH:13][CH:12]=1 |f:6.7.8|. Reported procedure: In a pressure resistant reactor, 23.3 kg of cyclohexane, 2.5 millimoles of N,N,N′,N′-tetramethylethylenediamine (hereinafter, referred to as TMEDA), and 1.60 kg of styrene were added, and while the mixture was stirred at 40° C., 164.7 millimoles of n-butyllithium was added thereto. While the temperature was elevated to 50° C., polymerization was carried out for one hour. The polymerization conversion ratio for styrene was 100%. Subsequently, while the temperature was controlled to be maintained ... The reactants are ClC1=CC=C(C=C1)[N+](=O)[O-] (1-chloro-4-nitrobenzene), NCCC12CCCN2CCC1 (5-(2-aminoethyl)-1 -azabicyclo[3.3.0]octane). The product is N12CCCC2(CCC1)CCNC1=CC=C(C=C1)[N+](=O)[O-] (N-[2-(1-Azabicyclo[3.3.0]octan-5-yl)ethyl]-4-nitroaniline), 8. Yield: 2.5%. RXN SMILES: Cl[C:2]1[CH:7]=[CH:6][C:5]([N+:8]([O-:10])=[O:9])=[CH:4][CH:3]=1.[NH2:11][CH2:12][CH2:13][C:14]12[CH2:21][CH2:20][CH2:19][N:18]1[CH2:17][CH2:16][CH2:15]2>>[N:18]12[CH2:19][CH2:20][CH2:21][C:14]1([CH2:13][CH2:12][NH:11][C:2]1[CH:7]=[CH:6][C:5]([N+:8]([O-:10])=[O:9])=[CH:4][CH:3]=1)[CH2:15][CH2:16][CH2:17]2. Procedure: The procedures described in Example 12 were repeated except that 1-chloro-4-nitrobenzene (2 04 g, 12.9 mmol) and 5-(2-aminoethyl)-1 -azabicyclo[3.3.0]octane (4.00 g, 25.9 mmol) were employed. In this case, the desired compound was obtained as a yellow liquid (2.93 g, 8 2.5%).